From a dataset of the Open Reaction Database (ORD), a public repository of structured organic reaction records. describe an organic reaction: reactants, conditions, products, and yield Reactants: FC(C(=O)OC(C(F)(F)F)=O)(F)F (Trifluoroacetic anhydride), OO (Hydrogen peroxide), ClCC(CCl)=C(CCl)CCl (2,3-bischloromethyl-1,4-dichloro-2-butene). Solvent: C(Cl)Cl (methylene chloride), C(Cl)Cl (methylene chloride). Conditions: temperature 32 celsius. Product: ClCC1(CCl)C(CCl)(O1)CCl (2,3-Bischloromethyl-1,4-dichloro-2,3-epoxybutane). Reaction SMILES: FC(F)(F)C(OC(=O)C(F)(F)F)=[O:4].OO.[Cl:16][CH2:17][C:18](=[C:21]([CH2:24][Cl:25])[CH2:22][Cl:23])[CH2:19][Cl:20]>C(Cl)Cl>[Cl:16][CH2:17][C:18]1([O:4][C:21]1([CH2:24][Cl:25])[CH2:22][Cl:23])[CH2:19][Cl:20]. Procedure: A reaction flask was charged with 145 ml of methylene chloride, chilled in an ice bath, and placed under a positive nitrogen atmosphere. Trifluoroacetic anhydride 51.9 g (0.247 mole) was added in one portion when the pot temperature was 10° C. Hydrogen peroxide solution (50%) 6.9 g (0.101 mole) was then added in several portions. The exotherm raised the pot temperature to 32° C. The reaction mixture was then chilled to 80° C. A solution of 2,3-bischloromethyl-1,4-dichloro-2-butene 5.6 g (25.6 m ... Reactants: C(C)(C)(C)OC(=O)N1CCC(CC1)C(=O)C1=CC(=C2C(=NC=NN21)N)Br (4-(4-Amino-5-bromo-pyrrolo[2,1-f][1,2,4]triazine-7-carbonyl)-piperidine-1-carboxylic acid tert-butyl ester), C(C1=CC=CC=C1)N1N=C2C=C(C=CC2=C1)B1OC(C(O1)(C)C)(C)C (2-benzyl-6-(4,4,5,5-tetramethyl-{1,3,2]dioxaborolan-2-yl)-2H-indazole), C([O-])([O-])=O.[Na+].[Na+] (sodium carbonate), 1,1′-bis(diphenylphosphinoferrocenyl)palladium dichloride. The solvent is O1CCOCC1.C(C)O (dioxane ethanol). Reaction conditions: temperature 80 celsius, time 4 hour. Product: C(C)(C)(C)OC(=O)N1CCC(CC1)C(=O)C1=CC(=C2C(=NC=NN21)N)C=2C=CC1=CN(N=C1C2)CC2=CC=CC=C2 (4-[4-Amino-5-(2-benzyl-2H-indazol-6-yl)-pyrrolo[2,1-f][1,2,4]triazine-7-carbonyl]-piperidine-1-carboxylic acid tert-butyl ester). Reaction SMILES: [C:1]([O:5][C:6]([N:8]1[CH2:13][CH2:12][CH:11]([C:14]([C:16]2[N:24]3[C:19]([C:20]([NH2:25])=[N:21][CH:22]=[N:23]3)=[C:18](Br)[CH:17]=2)=[O:15])[CH2:10][CH2:9]1)=[O:7])([CH3:4])([CH3:3])[CH3:2].[CH2:27]([N:34]1[CH:42]=[C:41]2[C:36]([CH:37]=[C:38](B3OC(C)(C)C(C)(C)O3)[CH:39]=[CH:40]2)=[N:35]1)[C:28]1[CH:33]=[CH:32][CH:31]=[CH:30][CH:29]=1.C(=O)([O-])[O-].[Na+].[Na+]>O1CCOCC1.C(O)C>[C:1]([O:5][C:6]([N:8]1[CH2:13][CH2:12][CH:11]([C:14]([C:16]2[N:24]3[C:19]([C:20]([NH2:25])=[N:21][CH:22]=[N:23]3)=[C:18]([C:38]3[CH:39]=[CH:40][C:41]4[C:36]([CH:37]=3)=[N:35][N:34]([CH2:27][C:28]3[CH:33]=[CH:32][CH:31]=[CH:30][CH:29]=3)[CH:42]=4)[CH:17]=2)=[O:15])[CH2:10][CH2:9]1)=[O:7])([CH3:4])([CH3:3])[CH3:2] |f:2.3.4,5.6|. Reported procedure: The product from step 3 (330 mg, 0.78 mmol) and Intermediate C (337 mg, 1.01 mmol), were dissolved in 7 mL dioxane:ethanol (5:2) and the mixture was treated with 2 M sodium carbonate (7 mL) and 1,1′-bis(diphenylphosphinoferrocenyl)palladium dichloride (27 mg) was added. The mixture was heated to 80° C. with stirring for 4 h. The mixture was allowed to cool and filtered through Celite®. Ethyl acetate was added and the product was extracted from the aqueous solution. The organic layer was dried ov... Product: Cc1cc(C)cc(Sc2c(C(C)C)c(=O)[nH]c(=O)n2Cc2cc(Cl)cc(Cl)c2)c1. The reactants are Cc1cc(C)cc(Sc2[nH]c(=O)[nH]c(=O)c2C(C)C)c1, Clc1cc(Cl)cc(CBr)c1. As a reaction SMILES: [CH:1]([CH3:2])([CH3:3])[c:4]1[c:5](=[O:20])[nH:6][c:7](=[O:19])[nH:8][c:9]1[S:10][c:11]1[cH:12][c:13]([CH3:18])[cH:14][c:15]([CH3:17])[cH:16]1.[Cl:21][c:22]1[cH:23][c:24]([CH2:25][Br:26])[cH:27][c:28]([Cl:30])[cH:29]1>>[CH:1]([CH3:2])([CH3:3])[c:4]1[c:5](=[O:20])[nH:6][c:7](=[O:19])[n:8]([CH2:25][c:24]2[cH:23][c:22]([Cl:21])[cH:29][c:28]([Cl:30])[cH:27]2)[c:9]1[S:10][c:11]1[cH:12][c:13]([CH3:18])[cH:14][c:15]([CH3:17])[cH:16]1.